This data is from the Open Reaction Database (ORD), a public repository of structured organic reaction records. The task is: describe an organic reaction: reactants, conditions, products, and yield Product: COc1ccc(SCCCN(C)CCCN2CCc3cc4c(cc3NC2=O)OCO4)cc1OC. Reaction SMILES: [C:33](=[O:34])([c:35]1[nH:36][cH:37][cH:38][n:39]1)[c:40]1[nH:41][cH:42][cH:43][n:44]1.[CH3:45][C:46]#[N:47].[NH2:1][c:2]1[c:3]([CH2:11][CH2:12][NH:13][CH2:14][CH2:15][CH2:16][N:17]([CH2:18][CH2:19][CH2:20][S:21][c:22]2[cH:23][c:24]([O:30][CH3:31])[c:25]([O:28][CH3:29])[cH:26][cH:27]2)[CH3:32])[cH:4][c:5]2[c:6]([cH:7]1)[O:8][CH2:9][O:10]2>>[NH:1]1[c:2]2[c:3]([cH:4][c:5]3[c:6]([cH:7]2)[O:8][CH2:9][O:10]3)[CH2:11][CH2:12][N:13]([CH2:14][CH2:15][CH2:16][N:17]([CH2:18][CH2:19][CH2:20][S:21][c:22]2[cH:23][c:24]([O:30][CH3:31])[c:25]([O:28][CH3:29])[cH:26][cH:27]2)[CH3:32])[C:33]1=[O:34]. Starting materials: O=C(c1ncc[nH]1)c1ncc[nH]1, CC#N, COc1ccc(SCCCN(C)CCCNCCc2cc3c(cc2N)OCO3)cc1OC. Starting materials: CC[O-], CCO, CCOC=O, Cl, [Na+], CCn1ncc(C(=O)Nc2cccc(C(=O)c3ccc4c(c3)NC(=O)C4)c2)c1C. Yields the product CCn1ncc(C(=O)Nc2cccc(C(=O)c3ccc4c(c3)NC(=O)C4=CO)c2)c1C. Reaction SMILES: [CH3:36][CH2:37][O-:38].[CH3:40][CH2:41][OH:42].[CH:30](=[O:31])[O:32][CH2:33][CH3:34].[ClH:39].[Na+:35].[O:1]=[C:2]1[NH:3][c:4]2[cH:5][c:6]([C:11](=[O:12])[c:13]3[cH:14][c:15]([NH:19][C:20](=[O:21])[c:22]4[cH:23][n:24][n:25]([CH2:28][CH3:29])[c:26]4[CH3:27])[cH:16][cH:17][cH:18]3)[cH:7][cH:8][c:9]2[CH2:10]1>>[O:1]=[C:2]1[NH:3][c:4]2[cH:5][c:6]([C:11](=[O:12])[c:13]3[cH:14][c:15]([NH:19][C:20](=[O:21])[c:22]4[cH:23][n:24][n:25]([CH2:28][CH3:29])[c:26]4[CH3:27])[cH:16][cH:17][cH:18]3)[cH:7][cH:8][c:9]2[C:10]1=[CH:30][OH:31]. RXN SMILES: [NH2:1][C:2]1[C:7]([C:8]#[N:9])=[C:6]([C:10]2[CH:14]=[CH:13][NH:12][N:11]=2)[C:5]([C:15]#[N:16])=[C:4]([S:17][CH2:18][C:19]2[N:20]=[C:21]([C:24]3[CH:29]=[CH:28][C:27]([Cl:30])=[CH:26][CH:25]=3)[S:22][CH:23]=2)[N:3]=1.C(=O)([O-])[O-].[Cs+].[Cs+].[CH3:37][CH:38]1[CH2:40][O:39]1>>[NH2:1][C:2]1[C:7]([C:8]#[N:9])=[C:6]([C:10]2[CH:14]=[CH:13][N:12]([CH2:37][CH:38]([OH:39])[CH3:40])[N:11]=2)[C:5]([C:15]#[N:16])=[C:4]([S:17][CH2:18][C:19]2[N:20]=[C:21]([C:24]3[CH:25]=[CH:26][C:27]([Cl:30])=[CH:28][CH:29]=3)[S:22][CH:23]=2)[N:3]=1 |f:1.2.3|. The product is NC1=NC(=C(C(=C1C#N)C1=NN(C=C1)CC(C)O)C#N)SCC=1N=C(SC1)C1=CC=C(C=C1)Cl (2-Amino-6-([2-(4-chlorophenyl)-1,3-thiazol-4-yl]methylsulfanyl)-4-[1-(2-hydroxypropyl)-1H-pyrazol-3-yl]pyridine-3,5-dicarbonitrile). Reaction conditions: time 8 hour. Procedure details: 10 mg (0.022 mmol) of 2-amino-6-({[2-(4-chlorophenyl)-1,3-thiazol-4-yl]methyl}sulfanyl)-4-(1H-pyrazol-3-yl)pyridine-3,5-dicarbonitrile were dissolved in 1 ml of 2-methyloxirane, and a spatula tip of cesium carbonate was added. The reaction mixture was stirred at room temperature overnight, concentrated, taken up in a little methanol and purified by preparative HPLC (acetonitrile/water: 10:90→95:5, 0.1% TFA added). This gave 10 mg (86% of theory) of the target compound. The reactants are NC1=NC(=C(C(=C1C#N)C1=NNC=C1)C#N)SCC=1N=C(SC1)C1=CC=C(C=C1)Cl (2-amino-6-({[2-(4-chlorophenyl)-1,3-thiazol-4-yl]methyl}sulfanyl)-4-(1H-pyrazol-3-yl)pyridine-3,5-dicarbonitrile), CC1OC1 (2-methyloxirane), C([O-])([O-])=O.[Cs+].[Cs+] (cesium carbonate). The reactants are C(C1=CC=CC=C1)OCCC=O (3-Benzyloxypropanal), C(#N)[BH3-].[Na+] (sodium cyanoborohydride), NC(CNCC(COCC1=CC=CC=C1)N)COCC1=CC=CC=C1.C(C1=CC=CC=C1)OCCCNC(CNCC(NCCCOCC1=CC=CC=C1)COCC1=CC=CC=C1)COCC1=CC=CC=C1 (1,13-Bisbenzyloxy-5,9-bisbenzyloxymethyl-4,7,10-triazatridecane 1,5-Diamino-1,5-dibenzyloxymethyl-3-azapentane). The solvent is CO (methanol). Reaction conditions: time 16 hour. The product is C(C1=CC=CC=C1)OCCCNC(CNCC(NCCCOCC1=CC=CC=C1)COCC1=CC=CC=C1)COCC1=CC=CC=C1 (1,13-Bisbenzyloxy-5,9-bisbenzyloxymethyl-4,7,10-triazatridecane). RXN SMILES: NC(COCC1C=CC=CC=1)CNCC(N)COCC1C=CC=CC=1.[CH2:26]([O:33][CH2:34][CH2:35][CH2:36][NH:37][CH:38]([CH2:64][O:65][CH2:66][C:67]1[CH:72]=[CH:71][CH:70]=[CH:69][CH:68]=1)[CH2:39][NH:40][CH2:41][CH:42]([CH2:55][O:56][CH2:57][C:58]1[CH:63]=[CH:62][CH:61]=[CH:60][CH:59]=1)[NH:43][CH2:44][CH2:45][CH2:46][O:47][CH2:48][C:49]1[CH:54]=[CH:53][CH:52]=[CH:51][CH:50]=1)[C:27]1[CH:32]=[CH:31][CH:30]=[CH:29][CH:28]=1.C(OCCC=O)C1C=CC=CC=1.C([BH3-])#N.[Na+]>CO>[CH2:26]([O:33][CH2:34][CH2:35][CH2:36][NH:37][CH:38]([CH2:64][O:65][CH2:66][C:67]1[CH:68]=[CH:69][CH:70]=[CH:71][CH:72]=1)[CH2:39][NH:40][CH2:41][CH:42]([CH2:55][O:56][CH2:57][C:58]1[CH:59]=[CH:60][CH:61]=[CH:62][CH:63]=1)[NH:43][CH2:44][CH2:45][CH2:46][O:47][CH2:48][C:49]1[CH:50]=[CH:51][CH:52]=[CH:53][CH:54]=1)[C:27]1[CH:32]=[CH:31][CH:30]=[CH:29][CH:28]=1 |f:0.1,3.4|. Procedure: 1,13-Bisbenzyloxy-5,9-bisbenzyloxymethyl-4,7,10-triazatridecane 1,5-Diamino-1,5-dibenzyloxymethyl-3-azapentane (0.50 g, 1.5 mmol) was dissolved in methanol (20 ml). 3-Benzyloxypropanal (0.50 q, 3 mmol), sodium cyanoborohydride (0.11 g, 3 mmol) and 3 Å molecular sieve (10 g) were added and the mixture was stirred for 16 hours at ambient temperature. The reaction mixture was filtered, water (20 ml) was added and the mixture was acidified with hydrochloric acid to pH 3. The mixture was extracted wi...